From a dataset of the Open Reaction Database (ORD), a public repository of structured organic reaction records. describe an organic reaction: reactants, conditions, products, and yield Yields the product N#CC(C#N)(CCC(F)(F)C(F)(F)F)Cc1ccc(OC(F)(F)F)cc1. Starting materials: CN(C)C=O, N#CC(C#N)Cc1ccc(OC(F)(F)F)cc1, [H-], FC(F)(F)C(F)(F)CCI, [Na+]. Reaction SMILES: [CH3:30][N:31]([CH3:32])[CH:33]=[O:34].[F:1][C:2]([O:3][c:4]1[cH:5][cH:6][c:7]([CH2:8][CH:9]([C:10]#[N:11])[C:12]#[N:13])[cH:14][cH:15]1)([F:16])[F:17].[H-:18].[I:20][CH2:21][CH2:22][C:23]([C:24]([F:25])([F:26])[F:27])([F:28])[F:29].[Na+:19]>>[F:1][C:2]([O:3][c:4]1[cH:5][cH:6][c:7]([CH2:8][C:9]([C:10]#[N:11])([C:12]#[N:13])[CH2:21][CH2:22][C:23]([C:24]([F:25])([F:26])[F:27])([F:28])[F:29])[cH:14][cH:15]1)([F:16])[F:17].